Dataset: the Open Reaction Database (ORD), a public repository of structured organic reaction records. Task: describe an organic reaction: reactants, conditions, products, and yield The reactants are CON=C(CC1=CC=C(C=C1)OC)C1=CC=CC=C1 (2-(4-Methoxyphenyl)-1-phenyl-1-ethanone-O-methyl oxime). The yield is 86.0%. Reaction SMILES: CO[N:3]=[C:4]([C:14]1[CH:19]=[CH:18][CH:17]=[CH:16][CH:15]=1)[CH2:5][C:6]1[CH:11]=[CH:10][C:9]([O:12][CH3:13])=[CH:8][CH:7]=1>C1COCC1>[NH2:3][CH:4]([C:14]1[CH:19]=[CH:18][CH:17]=[CH:16][CH:15]=1)[CH2:5][C:6]1[CH:11]=[CH:10][C:9]([O:12][CH3:13])=[CH:8][CH:7]=1. Yields the product NC(CC1=CC=C(C=C1)OC)C1=CC=CC=C1 (1-Amino-2-(4-methoxyphenyl)-1-phenylethane), syrup. Reported procedure: To a solution of a mixture of syn- and anti- isomers of 2-(4-methoxyphenyl)-1-phenyl-1-ethanone-O-methyl oxime (10, 1.65 g, 6.46 mmol) in THF (40 ml, freshly distilled from sodium benzophenone ketyl) under nitrogen was added borane-tetrahydrofuran solution (21.2 ml, 21.2 nmmol, 1.0 M solution, Aldrich) at room temperature. The resulting pale yellow solution was refluxed overnight, and cooled in an ice water bath. Water (50 ml) was carefully added to quench, followed by 20% NaOH (50 ml). The resu... Solvent: C1CCOC1 (THF). Run at time 8 hour. Reactants: C#CCBr, CN(C)C=O, CCOC(=O)CNC(=O)OC, [H-], [Na+], O. Yields the product C#CCN(CC(=O)OCC)C(=O)OC. RXN SMILES: [CH2:14]([C:15]#[CH:16])[Br:17].[CH3:19][N:20]([CH3:21])[CH:22]=[O:23].[CH3:1][O:2][C:3](=[O:4])[NH:5][CH2:6][C:7](=[O:8])[O:9][CH2:10][CH3:11].[H-:12].[Na+:13].[OH2:18]>>[CH3:1][O:2][C:3](=[O:4])[N:5]([CH2:6][C:7](=[O:8])[O:9][CH2:10][CH3:11])[CH2:16][C:15]#[CH:14]. Reaction SMILES: [CH2:19]1[CH:20]([CH3:21])[O:22]1.[CH2:1]([c:2]1[cH:3][cH:4][cH:5][cH:6][cH:7]1)[c:8]1[cH:9][c:10]2[c:11]([nH:12][c:13](=[S:15])[nH:14]2)[cH:16][cH:17]1.[CH2:23]([OH:24])[CH3:25].[Na:18]>>[CH2:1]([c:2]1[cH:3][cH:4][cH:5][cH:6][cH:7]1)[c:8]1[cH:9][c:10]2[c:11]([n:12][c:13]([S:15][CH2:19][CH:20]([CH3:21])[OH:22])[nH:14]2)[cH:16][cH:17]1. Yields the product CC(O)CSc1nc2ccc(Cc3ccccc3)cc2[nH]1. Reactants: CC1CO1, S=c1[nH]c2ccc(Cc3ccccc3)cc2[nH]1, CCO, [Na]. The reactants are [BH3-]C#N.[Na+] (NaCNBH3), NC1=NNC2=NC=NC(=C21)NC2=CC(=CC=C2)Cl (3-amino-4-(3-chloro-phenylamino)-1H-pyrazolo[3,4-d]pyrimidine), C(C)(=O)O (acetic acid), OC=1C=C(C=O)C=CC1OC (3-hydroxy-4-methoxy-benzaldehyde). Solvent: CO (methanol), CN1CCN(C1=O)C (DMEU). Product: ClC=1C=C(C=CC1)NC1=C2C(=NC=N1)NN=C2NCC2=CC(=C(C=C2)OC)O (4-(3-Chloro-phenylamino)-3-(3-hydroxy-4-methoxy-benzylamino)-1H-pyrazolo[3,4-d]pyrimidine). As a reaction SMILES: [NH2:1][C:2]1[C:10]2[C:5](=[N:6][CH:7]=[N:8][C:9]=2[NH:11][C:12]2[CH:17]=[CH:16][CH:15]=[C:14]([Cl:18])[CH:13]=2)[NH:4][N:3]=1.C(O)(=O)C.[OH:23][C:24]1[CH:25]=[C:26]([CH:29]=[CH:30][C:31]=1[O:32][CH3:33])[CH:27]=O.[BH3-]C#N.[Na+]>CO.CN1C(=O)N(C)CC1>[Cl:18][C:14]1[CH:13]=[C:12]([NH:11][C:9]2[N:8]=[CH:7][N:6]=[C:5]3[NH:4][N:3]=[C:2]([NH:1][CH2:27][C:26]4[CH:29]=[CH:30][C:31]([O:32][CH3:33])=[C:24]([OH:23])[CH:25]=4)[C:10]=23)[CH:17]=[CH:16][CH:15]=1 |f:3.4|. Procedure details: Analogously to Example 21, 1.00 mmol of 3-amino-4-(3-chloro-phenylamino)-1H-pyrazolo[3,4-d]pyrimidine in 26 ml of methanol, 13 ml of DMEU and 3.0 mmol of acetic acid are first reacted with 3-hydroxy-4-methoxy-benzaldehyde and then reduced with 7.00 mmol of NaCNBH3 (5-7 days). 4-(3-Chloro-phenylamino)-3-(3-hydroxy-4-methoxy-benzylamino)-1H-pyrazolo[3,4-d]pyrimidine is obtained; m.p. 225-227° C.; HPLC: TRet (Grad5-40)=17.6. Reactants: C1CCOC1, Cc1ccc(C#N)cc1C, Cc1ccnc2c1CCCC2, Cl. Product: Cc1ccc(C(=O)C2CCCc3c(C)ccnc32)cc1C, Cl. Reaction SMILES: [CH2:23]1[CH2:26][CH2:25][CH2:24][O:27]1.[CH3:12][c:13]1[cH:14][c:15]([C:16]#[N:17])[cH:18][cH:19][c:20]1[CH3:21].[CH3:1][c:2]1[cH:3][cH:4][n:5][c:6]2[c:11]1[CH2:10][CH2:9][CH2:8][CH2:7]2.[ClH:22]>>[CH3:1][c:2]1[cH:3][cH:4][n:5][c:6]2[c:11]1[CH2:10][CH2:9][CH2:8][CH:7]2[C:16]([c:15]1[cH:14][c:13]([CH3:12])[c:20]([CH3:21])[cH:19][cH:18]1)=[O:27].[ClH:22]. Procedure details: 1-[(4-Chlorophenyl)phenylmethyl]piperazine (573.6 mg, 2.00 mmol) and N,N-dimethyl-6-chlorohexanesulfonamide (455.5 mg, 2.00 mmol) were refluxed in N-ethyldiisopropylamine (2 ml) for 6 hours. The reaction mixture was concentrated in vacuo, and water was added thereto. The mixture was extracted with chloroform. The chloroform layer was washed with water, and dried over anhydrous magnesium sulfate. Subsequently, the solvent was removed by evaporation in vacuo. The resulting crude product was purifi... RXN SMILES: [Cl:1][C:2]1[CH:7]=[CH:6][C:5]([CH:8]([C:15]2[CH:20]=[CH:19][CH:18]=[CH:17][CH:16]=2)[N:9]2[CH2:14][CH2:13][NH:12][CH2:11][CH2:10]2)=[CH:4][CH:3]=1.[CH3:21][N:22]([CH3:33])[S:23]([CH2:26][CH2:27][CH2:28][CH2:29][CH2:30][CH2:31]Cl)(=[O:25])=[O:24]>C(N(C(C)C)C(C)C)C>[CH3:21][N:22]([CH3:33])[S:23]([CH2:26][CH2:27][CH2:28][CH2:29][CH2:30][CH2:31][N:12]1[CH2:11][CH2:10][N:9]([CH:8]([C:5]2[CH:4]=[CH:3][C:2]([Cl:1])=[CH:7][CH:6]=2)[C:15]2[CH:16]=[CH:17][CH:18]=[CH:19][CH:20]=2)[CH2:14][CH2:13]1)(=[O:24])=[O:25]. Product: CN(S(=O)(=O)CCCCCCN1CCN(CC1)C(C1=CC=CC=C1)C1=CC=C(C=C1)Cl)C (N,N-dimethyl-6-[4-[(4-chlorophenyl)phenylmethyl]1-piperazinyl]hexanesulfonamide). Starting materials: ClC1=CC=C(C=C1)C(N1CCNCC1)C1=CC=CC=C1 (1-[(4-Chlorophenyl)phenylmethyl]piperazine), CN(S(=O)(=O)CCCCCCCl)C (N,N-dimethyl-6-chlorohexanesulfonamide). Yield: 92.0%. Run in C(C)N(C(C)C)C(C)C (N-ethyldiisopropylamine).